This data is from the Open Reaction Database (ORD), a public repository of structured organic reaction records. The task is: describe an organic reaction: reactants, conditions, products, and yield Reactants: COC(=O)c1cc2nc(C)n(C(=O)OC(C)(C)C)c2cc1OC1CCN(C(=O)OC(C)(C)C)CC1, COC(=O)c1cc2c(cc1OC1CCN(C(=O)OC(C)(C)C)CC1)nc(C)n2C(=O)OC(C)(C)C, CO. The product is COC(=O)c1cc2[nH]c(C)nc2cc1OC1CCN(C(=O)OC(C)(C)C)CC1. RXN SMILES: [C:1]([O:2][C:3](=[O:4])[n:8]1[c:9]([CH3:35])[n:10][c:11]2[c:12]1[cH:13][c:14]([O:21][CH:22]1[CH2:23][CH2:24][N:25]([C:28](=[O:29])[O:30][C:31]([CH3:32])([CH3:33])[CH3:34])[CH2:26][CH2:27]1)[c:15]([C:17](=[O:18])[O:19][CH3:20])[cH:16]2)([CH3:5])([CH3:6])[CH3:7].[C:36]([O:37][C:38]([n:39]1[c:40]2[cH:41][c:42]([C:43]([O:44][CH3:45])=[O:46])[c:47]([O:48][CH:49]3[CH2:50][CH2:51][N:52]([C:53]([O:54][C:55]([CH3:56])([CH3:57])[CH3:58])=[O:59])[CH2:60][CH2:61]3)[cH:62][c:63]2[n:64][c:65]1[CH3:66])=[O:67])([CH3:68])([CH3:69])[CH3:70].[CH3:71][OH:72]>>[n:8]1[c:9]([CH3:35])[nH:10][c:11]2[c:12]1[cH:13][c:14]([O:21][CH:22]1[CH2:23][CH2:24][N:25]([C:28](=[O:29])[O:30][C:31]([CH3:32])([CH3:33])[CH3:34])[CH2:26][CH2:27]1)[c:15]([C:17](=[O:18])[O:19][CH3:20])[cH:16]2. The reactants are O=c1c2ccccc2c2nc3ccccn3c2n1-c1ccc(Br)nc1, CC(N)CO, O. Reaction SMILES: [Br:1][c:2]1[cH:3][cH:4][c:5](-[n:8]2[c:9](=[O:25])[c:10]3[cH:11][cH:12][cH:13][cH:14][c:15]3[c:16]3[c:17]2[n:18]2[c:19]([n:20]3)[cH:21][cH:22][cH:23][cH:24]2)[cH:6][n:7]1.[NH2:26][CH:27]([CH2:28][OH:29])[CH3:30].[OH2:31]>>[c:2]1([NH:26][CH:27]([CH2:28][OH:29])[CH3:30])[cH:3][cH:4][c:5](-[n:8]2[c:9](=[O:25])[c:10]3[cH:11][cH:12][cH:13][cH:14][c:15]3[c:16]3[c:17]2[n:18]2[c:19]([n:20]3)[cH:21][cH:22][cH:23][cH:24]2)[cH:6][n:7]1. Yields the product CC(CO)Nc1ccc(-n2c(=O)c3ccccc3c3nc4ccccn4c32)cn1. The reactants are C(C)(=O)OCC(COC(C)=O)CC1=CC=CC=C1 (2-benzyl-1,3-propanediol diacetate). Solvent: CC(=O)C (acetone), P(=O)([O-])([O-])[O-] (phosphate). Run at temperature 30 celsius. The product is C(C)(=O)OC[C@H](CO)CC1=CC=CC=C1 ((S)-3-Acetoxy-2-benzylpropanol). Yield: 38.4%. RXN SMILES: [C:1]([O:4][CH2:5][CH:6]([CH2:12][C:13]1[CH:18]=[CH:17][CH:16]=[CH:15][CH:14]=1)[CH2:7][O:8]C(=O)C)(=[O:3])[CH3:2]>CC(C)=O.P([O-])([O-])([O-])=O>[C:1]([O:4][CH2:5][C@@H:6]([CH2:12][C:13]1[CH:14]=[CH:15][CH:16]=[CH:17][CH:18]=1)[CH2:7][OH:8])(=[O:3])[CH3:2]. Procedure details: 130 mg of lipase obtained from Pseudomonas fluorescens (Fluka) are added to 0.25 g (1 mmol) of 2-benzyl-1,3-propanediol diacetate (VIII) above dissolved in a mixture of 9.9 ml of acetone and 23.1 ml of phosphate buffer pH=7, and the medium is then heated at 30° C. for 48 hours. The solution is then extracted with ethyl ether (twice 20 ml). The ether phases are combined, dried over magnesium sulphate, filtered and concentrated under vacuum. The residue is purified by chromatography on silica (7/3... The reactants are C1(CC1)COCCC1=CC=C(OCC2CO2)C=C1 (1-[4-(2-cyclopropylmethoxyethyl)phenoxy]-2,3-epoxypropane), NCCCOC1=C(C=C(C=C1)C=1CCC(NN1)=O)Cl (6-[4-(3-aminopropoxy)-3-chloro-phenyl]-4,5-dihydro-3(2H)-pyridazinone). The product is C1(CC1)COCCC1=CC=C(OCC(CNCCCOC2=C(C=C(C=C2)C=2CCC(NN2)=O)Cl)O)C=C1 (6-[4-[3-[3-(4-(2-Cyclopropylmethoxy-ethyl)phenoxy)-2-hydroxypropylamino]propoxy]-3-chloro-phenyl]-4,5-dihydro-3(2H)-pyridazinone). As a reaction SMILES: [CH:1]1([CH2:4][O:5][CH2:6][CH2:7][C:8]2[CH:18]=[CH:17][C:11]([O:12][CH2:13][CH:14]3[O:16][CH2:15]3)=[CH:10][CH:9]=2)[CH2:3][CH2:2]1.[NH2:19][CH2:20][CH2:21][CH2:22][O:23][C:24]1[CH:29]=[CH:28][C:27]([C:30]2[CH2:31][CH2:32][C:33](=[O:36])[NH:34][N:35]=2)=[CH:26][C:25]=1[Cl:37]>>[CH:1]1([CH2:4][O:5][CH2:6][CH2:7][C:8]2[CH:18]=[CH:17][C:11]([O:12][CH2:13][CH:14]([OH:16])[CH2:15][NH:19][CH2:20][CH2:21][CH2:22][O:23][C:24]3[CH:29]=[CH:28][C:27]([C:30]4[CH2:31][CH2:32][C:33](=[O:36])[NH:34][N:35]=4)=[CH:26][C:25]=3[Cl:37])=[CH:10][CH:9]=2)[CH2:3][CH2:2]1. Procedure: Prepared analogously to Example 1 from 1-[4-(2-cyclopropylmethoxyethyl)phenoxy]-2,3-epoxypropane and 6-[4-(3-aminopropoxy)-3-chloro-phenyl]-4,5-dihydro-3(2H)-pyridazinone. Starting materials: C(C)(C)(C)OC(=O)N1CC(CC1)N1CC(CC1)C(=O)O (1′-(tert-butoxycarbonyl)-[1,3′-bipyrrolidine]-3-carboxylic acid), OC1=CC=CC=2NN=NC21 (HOBT), EDCI (1-ethyl-3-(3-dimethylaminopropyl) carbodiimide), hydrochloride, NCC(=O)N(C)C1=C(C(=C(C=C1)Cl)COC1=CC=CC=2N(C(=NC21)OC)CC2=NC=CC=C2)Cl (2-amino-N-(2,4-dichloro-3-(((2-methoxy-1-(pyridin-2-ylmethyl)-1H-benzo[d]imidazol-4-yl)oxy)methyl)phenyl)-N-methylacetamide), O (water). Solvent: CN(C)C=O (DMF). Product: ClC1=C(C=CC(=C1COC1=CC=CC=2N(C(=NC21)OC)CC2=NC=CC=C2)Cl)N(C(CNC(=O)C2CN(CC2)C2CN(CC2)C(=O)OC(C)(C)C)=O)C (tert-butyl 3-((2-((2,4-dichloro-3-(((2-methoxy-1-(pyridin-2-ylmethyl)-1H-benzo[d]imidazol-4-yl)oxy)methyl)phenyl)(methyl)amino)-2-oxoethyl)carbamoyl)-[1,3′-bipyrrolidine]-1′-carboxylate). Reaction SMILES: [C:1]([O:5][C:6]([N:8]1[CH2:12][CH2:11][CH:10]([N:13]2[CH2:17][CH2:16][CH:15]([C:18]([OH:20])=O)[CH2:14]2)[CH2:9]1)=[O:7])([CH3:4])([CH3:3])[CH3:2].OC1C2N=NNC=2C=CC=1.[NH2:31][CH2:32][C:33]([N:35]([C:37]1[CH:42]=[CH:41][C:40]([Cl:43])=[C:39]([CH2:44][O:45][C:46]2[C:54]3[N:53]=[C:52]([O:55][CH3:56])[N:51]([CH2:57][C:58]4[CH:63]=[CH:62][CH:61]=[CH:60][N:59]=4)[C:50]=3[CH:49]=[CH:48][CH:47]=2)[C:38]=1[Cl:64])[CH3:36])=[O:34].O>CN(C=O)C>[Cl:64][C:38]1[C:39]([CH2:44][O:45][C:46]2[C:54]3[N:53]=[C:52]([O:55][CH3:56])[N:51]([CH2:57][C:58]4[CH:63]=[CH:62][CH:61]=[CH:60][N:59]=4)[C:50]=3[CH:49]=[CH:48][CH:47]=2)=[C:40]([Cl:43])[CH:41]=[CH:42][C:37]=1[N:35]([CH3:36])[C:33](=[O:34])[CH2:32][NH:31][C:18]([CH:15]1[CH2:16][CH2:17][N:13]([CH:10]2[CH2:11][CH2:12][N:8]([C:6]([O:5][C:1]([CH3:2])([CH3:3])[CH3:4])=[O:7])[CH2:9]2)[CH2:14]1)=[O:20]. Reported procedure: A solution of 1′-(tert-butoxycarbonyl)-[1,3′-bipyrrolidine]-3-carboxylic acid (0.5 g, 1.0 mmol) in anhydrous DMF (20 ml) was treated with HOBT (Hydroxybenzotriazole) (0.21 g, 1.52 mmol), EDCI (1-ethyl-3-(3-dimethylaminopropyl) carbodiimide), hydrochloride (0.24 g, 1.27 mmol) then 2-amino-N-(2,4-dichloro-3-(((2-methoxy-1-(pyridin-2-ylmethyl)-1H-benzo[d]imidazol-4-yl)oxy)methyl)phenyl)-N-methylacetamide (0.50 g, 1.0 mmol) and the mixture was stirred at room temperature overnight. The reaction was ... Reactants: COc1ccc(Br)cc1[N+](=O)[O-], O=C([O-])[O-], C1COCCO1, CN1CCNCC1, CCOC(C)=O, [Cs+], [Cs+], N#N. Product: COc1ccc(N2CCN(C)CC2)cc1[N+](=O)[O-]. As a reaction SMILES: [Br:3][c:4]1[cH:5][c:6]([N+:12](=[O:13])[O-:14])[c:7]([O:10][CH3:11])[cH:8][cH:9]1.[C:15](=[O:16])([O-:17])[O-:18].[CH2:34]1[O:35][CH2:36][CH2:37][O:38][CH2:39]1.[CH3:21][N:22]1[CH2:23][CH2:24][NH:25][CH2:26][CH2:27]1.[CH3:28][CH2:29][O:30][C:31](=[O:32])[CH3:33].[Cs+:19].[Cs+:20].[N:1]#[N:2]>>[c:4]1([N:25]2[CH2:24][CH2:23][N:22]([CH3:21])[CH2:27][CH2:26]2)[cH:5][c:6]([N+:12](=[O:13])[O-:14])[c:7]([O:10][CH3:11])[cH:8][cH:9]1. Starting materials: CCOC(C)=O, [K+], [K+], O=C([O-])[O-], CN(C)C=O, O, COc1ccc(C=O)c(O)c1. The product is CCOC(=O)COc1cc(OC)ccc1C=O. As a reaction SMILES: [CH3:18][CH2:19][O:20][C:21](=[O:22])[CH3:23].[K+:12].[K+:13].[O-:14][C:15]([O-:16])=[O:17].[O:24]=[CH:25][N:26]([CH3:27])[CH3:28].[OH2:29].[OH:1][c:2]1[c:3]([CH:4]=[O:5])[cH:6][cH:7][c:8]([O:10][CH3:11])[cH:9]1>>[O:1]([c:2]1[c:3]([CH:4]=[O:5])[cH:6][cH:7][c:8]([O:10][CH3:11])[cH:9]1)[CH2:23][C:21]([O:20][CH2:19][CH3:18])=[O:22]. Starting materials: OCCSCC (1-hydroxy-3-thiapentane), [OH-].[K+] (potassium hydroxide), NC(=S)N (thiourea), Cl (hydrochloric acid), [OH-].[K+] (KOH), Cl.ClCCCN (3-chloropropylamine hydrochloride). The solvent is O (water), O (water). Product: NCCCSCCSCC (1-amino-4,7-dithianonane). As a reaction SMILES: O[CH2:2][CH2:3][S:4][CH2:5][CH3:6].NC(N)=[S:9].Cl.[OH-].[K+].Cl.Cl[CH2:16][CH2:17][CH2:18][NH2:19]>O>[NH2:19][CH2:18][CH2:17][CH2:16][S:9][CH2:2][CH2:3][S:4][CH2:5][CH3:6] |f:3.4,5.6|. Reported procedure: 106 g (1 mole) of 1-hydroxy-3-thiapentane were boiled under reflux for 3 hours with 76 g (1 mole) of thiourea and 110 g (1.1 mole) of 37% hydrochloric acid. A solution of 68 g (1.21 moles) of potassium hydroxide in 100 ml of water was then added dropwise with stirring at 313° to 323° K. After heating for 40 minutes to 363° K., the 3-thiapentane-1-thiol precipitated was separated off in a separation funnel and dissolved under nitrogen at 303° to 313° K. in 400 g of 40% KOH (2.85 moles of KOH) acc...